This data is from the Open Reaction Database (ORD), a public repository of structured organic reaction records. The task is: describe an organic reaction: reactants, conditions, products, and yield The reactants are C(C)(C)(C)OC(=O)N1[C@@H](CC(C1)=NOCC1=CC(=C(C=C1)Cl)Cl)C(=O)O ((2S,4EZ)-1-(tert-butoxycarbonyl)-4-{[(3,4-dichlorobenzyl)oxy]imino}-2-pyrrolidinecarboxylic acid), C(C1=CC=CC=C1)(=O)Cl (benzoyl chloride), N1CCOCC1 (morpholine). The product is ClC=1C=C(CON=C2CN([C@@H](C2)C(=O)N2CCOCC2)C(C2=CC=CC=C2)=O)C=CC1Cl ((3EZ,5S)-1-benzoyl-5-(4-morpholinylcarbonyl)-3-pyrrolidinone O-(3,4-dichlorobenzyl)-oxime). Reaction SMILES: C(O[C:6]([N:8]1[CH2:12][C:11](=[N:13][O:14][CH2:15][C:16]2[CH:21]=[CH:20][C:19]([Cl:22])=[C:18]([Cl:23])[CH:17]=2)[CH2:10][C@H:9]1[C:24]([OH:26])=O)=[O:7])(C)(C)C.C(Cl)(=O)[C:28]1[CH:33]=[CH:32][CH:31]=[CH:30][CH:29]=1.[NH:36]1[CH2:41][CH2:40][O:39][CH2:38][CH2:37]1>>[Cl:23][C:18]1[CH:17]=[C:16]([CH:21]=[CH:20][C:19]=1[Cl:22])[CH2:15][O:14][N:13]=[C:11]1[CH2:10][C@@H:9]([C:24]([N:36]2[CH2:41][CH2:40][O:39][CH2:38][CH2:37]2)=[O:26])[N:8]([C:6](=[O:7])[C:28]2[CH:29]=[CH:30][CH:31]=[CH:32][CH:33]=2)[CH2:12]1. Reported procedure: Following the general method as outlined in Example 22, starting from (2S,4EZ)-1-(tert-butoxycarbonyl)-4-{[(3,4-dichlorobenzyl)oxy]imino}-2-pyrrolidinecarboxylic acid, benzoyl chloride, and morpholine the title compound was obtained in 69% purity by LC/MS. MS(ESI+): m/z=476.2. As a reaction SMILES: O[C:2]1[CH:12]=[CH:11][C:5]([CH:6]=[CH:7][C:8]([OH:10])=[O:9])=[CH:4][CH:3]=1.[OH-].[K+].N#N.C1OC1CO.Cl>CS(C)=O.OCC(CO)O>[C:8]([OH:10])(=[O:9])[CH:7]=[CH:6][C:5]1[CH:4]=[CH:3][CH:2]=[CH:12][CH:11]=1 |f:1.2|. Procedure details: 4.35 g of p-hydroxy cinnamic acid was dissolved in 5 ml of DMSO, and 50 mg of potassium hydroxide was added. The mixture was stirred and heated to 90° C. under flow of N2 gas. 10.0 g of glycidol was added gradually, heating and agitation was carried out for 1.5 hours, neutralized by adding hydrochloric acid and the adduct of cinnamic acid and glycerin was obtained. Product: C(C=CC1=CC=CC=C1)(=O)O (cinnamic acid). Run at time 1.5 hour. Reactants: C1C(O1)CO (glycidol), OC1=CC=C(C=CC(=O)O)C=C1 (p-hydroxy cinnamic acid), [OH-].[K+] (potassium hydroxide), N#N (N2), Cl (hydrochloric acid). Run in OCC(O)CO (glycerin), CS(=O)C (DMSO). The reactants are C(C(C)C)C1=CC=C(C(=O)O)C=C1 (4-isobutylbenzoic acid), Cl.C(C)N=C=NCCCN(C)C (1-ethyl-3-(3-dimethylaminopropyl)carbodiimide hydrochloride), O.ON1N=NC2=C1C=CC=C2 (1-hydroxybenzotriazole monohydrate), O (water), compound, CN(C=O)C (N,N-dimethylformamide). Conditions: time 30 minute. The product is C(C(C)C)C1=CC=C(C=C1)C1=NC(=NO1)C1=CC=C(C=C1)CO ({4-[5-(4-isobutylphenyl)-1,2,4-oxadiazol-3-yl]phenyl}methanol). Reaction SMILES: [CH2:1]([C:5]1[CH:13]=[CH:12][C:8]([C:9]([OH:11])=O)=[CH:7][CH:6]=1)[CH:2]([CH3:4])[CH3:3].Cl.C([N:17]=[C:18]=[N:19]CCCN(C)C)C.O.ON1[C:32]2[CH:33]=[CH:34][CH:35]=[CH:36][C:31]=2N=N1.O.CN(C)[CH:40]=[O:41]>>[CH2:1]([C:5]1[CH:6]=[CH:7][C:8]([C:9]2[O:11][N:19]=[C:18]([C:31]3[CH:36]=[CH:35][C:34]([CH2:40][OH:41])=[CH:33][CH:32]=3)[N:17]=2)=[CH:12][CH:13]=1)[CH:2]([CH3:3])[CH3:4] |f:1.2,3.4|. Procedure details: The compound prepared in Example 20 was dissolved in N,N-dimethylformamide (60 mL). To this solution, 4-isobutylbenzoic acid (6.7 g), 1-ethyl-3-(3-dimethylaminopropyl)carbodiimide hydrochloride (7.28 g), and 1-hydroxybenzotriazole monohydrate (5.1 g) were added at room temperature. The reaction solution was stirred at room temperature for 30 minutes, and stirred at 140° C. for 2 hours. The reaction mixture was added with water (50 mL), and extracted with an ethyl acetate-hexane (10:1) mixed solu... The reactants are ClC=1C2=C(N=C(N1)N1CCN(CC1)C1=CC=C(C=C1)Cl)CCS2 (4-Chloro-2-[4-(4-chloro-phenyl)-piperazin-1-yl]-6,7-dihydro-thieno[3,2-d]pyrimidine), C1(=CC=CC=C1)[C@H](O)C(O)C1=CC=CC=C1 ((S)-Hydrobenzoin), C1(=CC=CC=C1)C (toluene), CC(C)(C)OO (TBHP), Ti(i-PrO)4. The solvent is O (water). Reaction conditions: temperature 0 celsius. Product: ClC=1C2=C(N=C(N1)N1CCN(CC1)C1=CC=C(C=C1)Cl)CC[S@]2=O ((R)-4-Chloro-2-[4-(4-chloro-phenyl)-piperazin-1-yl]-6,7-dihydro-thieno[3,2-d]pyrimidine 5-oxide). Yield: 88.0%. Reaction SMILES: C1([C@@H](C(C2C=CC=CC=2)O)[OH:8])C=CC=CC=1.C1(C)C=CC=CC=1.[Cl:24][C:25]1[C:26]2[S:46][CH2:45][CH2:44][C:27]=2[N:28]=[C:29]([N:31]2[CH2:36][CH2:35][N:34]([C:37]3[CH:42]=[CH:41][C:40]([Cl:43])=[CH:39][CH:38]=3)[CH2:33][CH2:32]2)[N:30]=1.CC(OO)(C)C>O>[Cl:24][C:25]1[C:26]2[S@:46](=[O:8])[CH2:45][CH2:44][C:27]=2[N:28]=[C:29]([N:31]2[CH2:32][CH2:33][N:34]([C:37]3[CH:38]=[CH:39][C:40]([Cl:43])=[CH:41][CH:42]=3)[CH2:35][CH2:36]2)[N:30]=1. Reported procedure: Using a jacketed reactor with mechanical stirring at 400 rpm, charge (S)-Hydrobenzoin (292 mg) and toluene (50 mL), followed by Ti(i-PrO)4 (0.20 mL) and water (0.25 mL). Stir the mixture at 20° C. for 30 min. then charge 4-Chloro-2-[4-(4-chloro-phenyl)-piperazin-1-yl]-6,7-dihydro-thieno[3,2-d]pyrimidine (3a, 5.00 g) and stir the mixture for 15 min at 20° C. before being cooling to 0° C. (it took 20 min). Charge TBHP (70% aqueous) (0.75 mL) to the reaction mixture and stir for 23 h at 0° C. React... The reactants are C1=C2C3=C(N4C2=C(C=C1N)CC4)CCCCC3 (4,5,8,9,10,11-hexahydro-7H-cyclohepta[b]pyrrolo[3,2,1-hi]indole-2-amine), C(CC(C)C)(=O)Cl (isovaleryl chloride), poly-(4-vinylpyridine). Solvent: ClC(C)Cl (dichloroethane). The product is C1=C2C3=C(N4C2=C(C=C1NC(CC(C)C)=O)CC4)CCCCC3 (N-4,5,8,9,10,11-hexahydro-7H-cyclohepta[b]pyrrolo[3,2,1-hi]indol-2-yl-3-methylbutanamide). Isolated yield 19.8%. As a reaction SMILES: [CH:1]1[C:9]([NH2:10])=[CH:8][C:7]2[CH2:11][CH2:12][N:5]3[C:6]=2[C:2]=1[C:3]1[CH2:17][CH2:16][CH2:15][CH2:14][CH2:13][C:4]=13.[C:18](Cl)(=[O:23])[CH2:19][CH:20]([CH3:22])[CH3:21]>ClC(Cl)C>[CH:1]1[C:9]([NH:10][C:18](=[O:23])[CH2:19][CH:20]([CH3:22])[CH3:21])=[CH:8][C:7]2[CH2:11][CH2:12][N:5]3[C:6]=2[C:2]=1[C:3]1[CH2:17][CH2:16][CH2:15][CH2:14][CH2:13][C:4]=13. Reported procedure: Following the procedure of Example 1, Step 4, 4,5,8,9,10,11-hexahydro-7H-cyclohepta[b]pyrrolo[3,2,1-hi]indole-2-amine (0.10 g, 0.44 mmol), isovaleryl chloride (0.054 mL, 0.44 mmol) and poly-(4-vinylpyridine) (600 mg) in dichloroethane (15 mL) provided N-4,5,8,9,10,11-hexahydro-7H-cyclohepta[b]pyrrolo[3,2,1-hi]indol-2-yl-3-methylbutanamide (27 mg). MS (ESI) m/z 311; HPLC purity 98.5% at 210-370 nm, 10.5 min.; 99.5% at 250 nm, 10.5 min. (Xterra RP18, 3.5 u, 150×4.6 mm column, 1.2 mL/min, 85/15-5/9... The reactants are C(C)(=O)OC1CCCC(NC2=C1C=CC=C2)=O (6-acetoxy-3,4,5,6-tetrahydro-1-benzazocin-2(1H)-one). The reagents and catalysts are [Pd] (palladium on charcoal). Run in C(C)O (ethanol). Product: N1C(CCCCC2=C1C=CC=C2)=O (3,4,5,6-tetrahydro-1-benzazocin-2(1H)-one). RXN SMILES: C(O[CH:5]1[C:12]2[CH:13]=[CH:14][CH:15]=[CH:16][C:11]=2[NH:10][C:9](=[O:17])[CH2:8][CH2:7][CH2:6]1)(=O)C>C(O)C.[Pd]>[NH:10]1[C:11]2[CH:16]=[CH:15][CH:14]=[CH:13][C:12]=2[CH2:5][CH2:6][CH2:7][CH2:8][C:9]1=[O:17]. Procedure: A solution of 6-acetoxy-3,4,5,6-tetrahydro-1-benzazocin-2(1H)-one (7.4 g) in ethanol (250 ml) is hydrogenated at 45 psi at 70° C. using 10% palladium on charcoal (1.5 g) as catalyst. The catalyst is filtered off and the solvent removed under reduced pressure. The residue is recrystallized from methanol/ethyl acetate to give 3,4,5,6-tetrahydro-1-benzazocin-2(1H)-one. Reactants: BrC1=C(C(=CC=C1)Br)C1=CC2=C(N=C(N=C2)N)N=C1N (6-(2,6-dibromo-phenyl)-pyrido[2,3-d]pyrimidine-2,7-diamine), C(C)(C)(C)N=C=O (tert-butyl isocyanate). Yields the product NC=1N=CC2=C(N1)N=C(C(=C2)C2=C(C=CC=C2Br)Br)NC(=O)NC(C)(C)C (1-[2-Amino-6-(2,6-dibromo-phenyl)-pyrido[2,3-d]pyrimidin-7-yl]-3-tert-butyl-urea). As a reaction SMILES: [Br:1][C:2]1[CH:7]=[CH:6][CH:5]=[C:4]([Br:8])[C:3]=1[C:9]1[C:19]([NH2:20])=[N:18][C:12]2[N:13]=[C:14]([NH2:17])[N:15]=[CH:16][C:11]=2[CH:10]=1.[C:21]([N:25]=[C:26]=[O:27])([CH3:24])([CH3:23])[CH3:22]>>[NH2:17][C:14]1[N:15]=[CH:16][C:11]2[CH:10]=[C:9]([C:3]3[C:2]([Br:1])=[CH:7][CH:6]=[CH:5][C:4]=3[Br:8])[C:19]([NH:20][C:26]([NH:25][C:21]([CH3:24])([CH3:23])[CH3:22])=[O:27])=[N:18][C:12]=2[N:13]=1. Procedure: The title compound was prepared from 0.25 g of 6-(2,6-dibromo-phenyl)-pyrido[2,3-d]pyrimidine-2,7-diamine from Example 60 and 0.077 mL of tert-butyl isocyanate according to Example 2. The product was purified by MPLC eluting with a gradient of CHCl3 :EtOAc (1:1) to EtOAc to afford the pure product; mp >300° C. (dec).